This data is from the Open Reaction Database (ORD), a public repository of structured organic reaction records. The task is: describe an organic reaction: reactants, conditions, products, and yield Starting materials: C1(=CC=CC=C1)CCC(=O)Cl (3-phenylpropionyl chloride), C(#N)CC(=O)O (cyanoacetic acid), C(CCC)[Li] (n-butyl lithium), hexanes, C1(=CC=CC=C1)CCC(=O)O (3-phenylpropionic acid). Solvent: O1CCCC1 (tetrahydrofuran), S(=O)(Cl)Cl (thionyl chloride). Reaction conditions: temperature -20 celsius, time 1 hour. Yields the product O=C(CC#N)CCC1=CC=CC=C1 (3-oxo 5-phenyl-pentanenitrile). Reaction SMILES: [C:1]([CH2:3][C:4]([OH:6])=O)#[N:2].C([Li])CCC.[C:12]1([CH2:18][CH2:19]C(Cl)=O)[CH:17]=[CH:16][CH:15]=[CH:14][CH:13]=1.C1(CCC(O)=O)C=CC=CC=1>O1CCCC1.S(Cl)(Cl)=O>[O:6]=[C:4]([CH2:19][CH2:18][C:12]1[CH:17]=[CH:16][CH:15]=[CH:14][CH:13]=1)[CH2:3][C:1]#[N:2]. Reported procedure: A solution of cyanoacetic acid (1.0 g, 11.8 mmol) in tetrahydrofuran (20 mL) was cooled to −78° C. and treated with 1.6 M n-butyl lithium in hexanes (14.7 mL, 23.5 mmol). The mixture was warmed to −20° C. over 2 hours, cooled to −78° C. and treated with 3-phenylpropionyl chloride (prepared by refluxing a solution of 3-phenylpropionic acid (1.0 g, 6.7 mmol) in thionyl chloride (4 mL) for 3 hours, evaporating and drying). The mixture was stirred at −78° C. for 1 hour and 20% hydrochloric acid adde... The reactants are O=C1C=C(N=C2N1CCCC2N2C(C1=CC=CC=C1C2=O)=O)C2=CC=NC=C2 ((+/−)2-(4-oxo-2-pyridin-4-yl-6,7,8,9-tetrahydro-4H-pyrido[1,2-a]pyrimidin-9-yl)-1H-isoindole-1,3(2H)-dione), O.NN (hydrazine hydrate). The solvent is C(C)O (ethanol). Yields the product NC1CCCN2C1=NC(=CC2=O)C2=CC=NC=C2 ((+/−)9-Amino-2-pyridin-4-yl-6,7,8,9-tetrahydro-4H-pyrido[1,2-a]pyrimidin-4-one). The yield is 65.8%. RXN SMILES: [O:1]=[C:2]1[N:7]2[CH2:8][CH2:9][CH2:10][CH:11]([N:12]3C(=O)C4C(=CC=CC=4)C3=O)[C:6]2=[N:5][C:4]([C:23]2[CH:28]=[CH:27][N:26]=[CH:25][CH:24]=2)=[CH:3]1.O.NN>C(O)C>[NH2:12][CH:11]1[C:6]2=[N:5][C:4]([C:23]3[CH:28]=[CH:27][N:26]=[CH:25][CH:24]=3)=[CH:3][C:2](=[O:1])[N:7]2[CH2:8][CH2:9][CH2:10]1 |f:1.2|. Procedure: To a solution of 3.2 g (8.59 mmol) of (+/−)2-(4-oxo-2-pyridin-4-yl-6,7,8,9-tetrahydro-4H-pyrido[1,2-a]pyrimidin-9-yl)-1H-isoindole-1,3(2H)-dione dissolved in 24 mL of ethanol was added 2.09 mL (43 mmol) of hydrazine hydrate and the resulting mixture was stirred under reflux for 2 h. The mixture was filtered and the solid obtained was triturated with dichloromethane for 24 h, filtered, and the resulting filtrates were evaporated to dryness. The resulting residue was purified on silica gel eluting...